From a dataset of the Open Reaction Database (ORD), a public repository of structured organic reaction records. describe an organic reaction: reactants, conditions, products, and yield The yield is 73.1%. RXN SMILES: [C:1]([O:5][C:6](=[O:14])[NH:7][CH2:8][CH2:9][NH:10][CH:11]([CH3:13])[CH3:12])([CH3:4])([CH3:3])[CH3:2].Br[C:16]1([CH2:27][C:28]2[CH:33]=[CH:32][CH:31]=[C:30]([Cl:34])[CH:29]=2)[C:24]2[C:19](=[CH:20][C:21]([Cl:25])=[CH:22][CH:23]=2)[NH:18][C:17]1=[O:26].C([O-])([O-])=O.[K+].[K+]>C(Cl)Cl.C(#N)C>[C:1]([O:5][C:6](=[O:14])[NH:7][CH2:8][CH2:9][N:10]([C:16]1([CH2:27][C:28]2[CH:33]=[CH:32][CH:31]=[C:30]([Cl:34])[CH:29]=2)[C:24]2[C:19](=[CH:20][C:21]([Cl:25])=[CH:22][CH:23]=2)[NH:18][C:17]1=[O:26])[CH:11]([CH3:12])[CH3:13])([CH3:4])([CH3:3])[CH3:2] |f:2.3.4|. The solvent is C(Cl)Cl (DCM), C(C)#N (acetonitrile). Yields the product C(C)(C)(C)OC(NCCN(C(C)C)C1(C(NC2=CC(=CC=C12)Cl)=O)CC1=CC(=CC=C1)Cl)=O (rac-(2-{[6-Chloro-3-(3-chloro-benzyl)-2-oxo-2,3-dihydro-1H-indol-3-yl]-isopropyl-amino}-ethyl)-carbamic acid tert-butyl ester). Reaction conditions: time 8 hour. The reactants are C(C)(C)(C)OC(NCCNC(C)C)=O ((2-Isopropylamino-ethyl)-carbamic acid tert-butyl ester), BrC1(C(NC2=CC(=CC=C12)Cl)=O)CC1=CC(=CC=C1)Cl (rac-3-bromo-6-chloro-3-(3-chloro-benzyl)-1,3-dihydro-indol-2-one), C(=O)([O-])[O-].[K+].[K+] (K2CO3). Procedure: A mixture of (2-Isopropylamino-ethyl)-carbamic acid tert-butyl ester (100 mg, 0.5 mmol), rac-3-bromo-6-chloro-3-(3-chloro-benzyl)-1,3-dihydro-indol-2-one (185 mg, 0.5 mmol) and K2CO3 (138 mg, 1 mmol) in DCM (1 mL) and acetonitrile (2 mL) was stirred at room temperature overnight. The mixture was concentrated and purified by column chromatography to give 180 mg rac-(2-{[6-Chloro-3-(3-chloro-benzyl)-2-oxo-2,3-dihydro-1H-indol-3-yl]-isopropyl-amino}-ethyl)-carbamic acid tert-butyl ester. MS: [M+H]+... Reactants: COC(CN(C(=O)C1CCCCC1)c1ccccc1OC(F)(F)F)OC, Cl, [Na+], O=C([O-])O, Oc1ccc(O)cc1. Product: O=CCN(C(=O)C1CCCCC1)c1ccccc1OC(F)(F)F. As a reaction SMILES: [CH3:1][O:2][CH:3]([CH2:4][N:5]([C:6](=[O:7])[CH:8]1[CH2:9][CH2:10][CH2:11][CH2:12][CH2:13]1)[c:14]1[c:15]([O:20][C:21]([F:22])([F:23])[F:24])[cH:16][cH:17][cH:18][cH:19]1)[O:25][CH3:26].[ClH:40].[Na+:39].[O-:35][C:36]([OH:37])=[O:38].[OH:27][c:28]1[cH:29][cH:30][c:31]([OH:32])[cH:33][cH:34]1>>[O:2]=[CH:3][CH2:4][N:5]([C:6](=[O:7])[CH:8]1[CH2:9][CH2:10][CH2:11][CH2:12][CH2:13]1)[c:14]1[c:15]([O:20][C:21]([F:22])([F:23])[F:24])[cH:16][cH:17][cH:18][cH:19]1. Reaction SMILES: [OH-].[K+].[CH3:3][C:4]1[C:12]2[C:7](=[CH:8][CH:9]=[C:10]([CH:13]=O)[CH:11]=2)[NH:6][N:5]=1.[C:15]([C:18]1[CH:23]=[CH:22][C:21]([NH:24]C(=O)C)=[CH:20][C:19]=1[CH3:28])(=[O:17])[CH3:16].Cl.C([O-])(O)=O.[Na+]>C(O)C>[NH2:24][C:21]1[CH:22]=[CH:23][C:18]([C:15](=[O:17])/[CH:16]=[CH:13]/[C:10]2[CH:11]=[C:12]3[C:7](=[CH:8][CH:9]=2)[NH:6][N:5]=[C:4]3[CH3:3])=[C:19]([CH3:28])[CH:20]=1 |f:0.1,5.6|. Procedure details: To a solution of KOH (1.5 g, 26 mmol) in 20 mL ethanol were added 3-methyl-1H-indazole-5-carbaldehyde (see Note 1 for synthesis) (0.850 g, 5.3 mmol) and commercially available N-(4-acetyl-3-methylphenyl)acetamide (1.0 g, 5.3 mmol). The reaction mixture was heated to 80° C. for 24 hours and then cooled down to room temperature. After acidification with 1N HCl, the mixture was brought to pH 8 with saturated aqueous NaHCO3 and extracted twice with ethyl acetate (2×100 mL). The combined organic phas... Solvent: C(C)O (ethanol). Yields the product NC1=CC(=C(C=C1)C(\C=C\C=1C=C2C(=NNC2=CC1)C)=O)C ((E)-1-(4-amino-2-methylphenyl)-3-(3-methyl-1H-indazol-5-yl)prop-2-en-1-one). The reactants are [OH-].[K+] (KOH), CC1=NNC2=CC=C(C=C12)C=O (3-methyl-1H-indazole-5-carbaldehyde), C(C)(=O)C1=C(C=C(C=C1)NC(C)=O)C (N-(4-acetyl-3-methylphenyl)acetamide), Cl (HCl), C(=O)(O)[O-].[Na+] (NaHCO3). Conditions: temperature 80 celsius. The yield is 32.4%. Starting materials: ClC1=CC=C(C=C1)N1N=C2C(=CC1=O)CCS(C1=C2C=CC=C1)=O (2-(4-chlorophenyl)-5,6-dihydro-[1]benzothiepino[5,4-c]pyridazin-3(2H)-one 7-oxide), OO (hydrogen peroxide), O (water). Run in C(C)(=O)O (acetic acid). The product is ClC1=CC=C(C=C1)N1N=C2C(=CC1=O)CCS(C1=C2C=CC=C1)(=O)=O (4-chlorophenyl-5,6-dihydro-[1]benzothiepino[5,4-c]pyridazin-3(2H)-one 7,7-dioxide). As a reaction SMILES: [Cl:1][C:2]1[CH:7]=[CH:6][C:5]([N:8]2[C:13](=[O:14])[CH:12]=[C:11]3[CH2:15][CH2:16][S:17](=[O:24])[C:18]4[CH:23]=[CH:22][CH:21]=[CH:20][C:19]=4[C:10]3=[N:9]2)=[CH:4][CH:3]=1.[OH:25]O.O>C(O)(=O)C>[Cl:1][C:2]1[CH:7]=[CH:6][C:5]([N:8]2[C:13](=[O:14])[CH:12]=[C:11]3[CH2:15][CH2:16][S:17](=[O:25])(=[O:24])[C:18]4[CH:23]=[CH:22][CH:21]=[CH:20][C:19]=4[C:10]3=[N:9]2)=[CH:4][CH:3]=1. Procedure details: To a solution of 14 g of 2-(4-chlorophenyl)-5,6-dihydro-[1]benzothiepino[5,4-c]pyridazin-3(2H)-one 7-oxide prepared in Example 14 in 200 ml of acetic acid is added 15 ml of hydrogen peroxide with stirring at room temperature. The mixture is stirred at 50°-55° C. for 2 hours, poured into 1 liter of water and the precipitated crystals are collected by filtration. The crude products obtained are purified by column chromatography on silica gel and recrystallized from chloroform-methanol to give 9.8 ...